Dataset: the Open Reaction Database (ORD), a public repository of structured organic reaction records. Task: describe an organic reaction: reactants, conditions, products, and yield Reactants: COC([C@@H](C1=CC=C(C=C1)Cl)NC(=O)OC(C)(C)C)=O ((R)-t-Butoxycarbonylamino-(4-chloro-phenyl)-acetic acid methyl ester), C1(CCCCC1)P(C1=C(C=CC=C1)C1=C(C=CC=C1OC)OC)C1CCCCC1 (2-dicyclohexylphosphino-2′,6′-dimethoxy-1,1′-biphenyl), P(=O)([O-])([O-])[O-].[K+].[K+].[K+] (potassium phosphate), C(C)(C)(C)[Si](OC(CCC1=C(C=C(C=C1)C(CC)(CC)C1=CC(=C(C=C1)B1OC(C(O1)(C)C)(C)C)C)C)C(C)(C)C)(C)C (2-[4-(1-{4-[3-(t-butyldimethyl-silanyloxy)-4,4-dimethyl-pentyl]-3-methyl-phenyl}-1-ethyl-propyl)-2-methyl-phenyl]-4,4,5,5-tetramethyl-[1,3,2]dioxaborolane). Reagents/catalysts: C(C)(=O)[O-].[Pd+2].C(C)(=O)[O-] (palladium acetate). Solvent: C1(=CC=CC=C1)C (toluene), O (water). Run at temperature 100 celsius, time 3 hour. The product is COC([C@@H](C1=CC=C(C=C1)C1=C(C=C(C=C1)C(CC)(CC)C1=CC(=C(C=C1)CCC(C(C)(C)C)O[Si](C)(C)C(C)(C)C)C)C)NC(=O)OC(C)(C)C)=O ((R)-t-butoxycarbonylamino-[4′-(1-{4-[3-(t-butyl-dimethyl-silanyloxy)-4,4-dimethyl-pentyl]-3-methyl-phenyl}-1-ethyl-propyl)-2′-methyl-biphenyl-4-yl]-acetic Acid Methyl Ester). Isolated yield 46.7%. As a reaction SMILES: [CH3:1][O:2][C:3](=[O:20])[C@H:4]([NH:12][C:13]([O:15][C:16]([CH3:19])([CH3:18])[CH3:17])=[O:14])[C:5]1[CH:10]=[CH:9][C:8](Cl)=[CH:7][CH:6]=1.C1(P(C2CCCCC2)C2C=CC=CC=2C2C(OC)=CC=CC=2OC)CCCCC1.P([O-])([O-])([O-])=O.[K+].[K+].[K+].[C:58]([Si:62]([CH3:100])([CH3:99])[O:63][CH:64]([C:95]([CH3:98])([CH3:97])[CH3:96])[CH2:65][CH2:66][C:67]1[CH:72]=[CH:71][C:70]([C:73]([C:78]2[CH:83]=[CH:82][C:81](B3OC(C)(C)C(C)(C)O3)=[C:80]([CH3:93])[CH:79]=2)([CH2:76][CH3:77])[CH2:74][CH3:75])=[CH:69][C:68]=1[CH3:94])([CH3:61])([CH3:60])[CH3:59]>C1(C)C=CC=CC=1.C([O-])(=O)C.[Pd+2].C([O-])(=O)C.O>[CH3:1][O:2][C:3](=[O:20])[C@H:4]([NH:12][C:13]([O:15][C:16]([CH3:19])([CH3:18])[CH3:17])=[O:14])[C:5]1[CH:10]=[CH:9][C:8]([C:81]2[CH:82]=[CH:83][C:78]([C:73]([C:70]3[CH:71]=[CH:72][C:67]([CH2:66][CH2:65][CH:64]([O:63][Si:62]([C:58]([CH3:61])([CH3:60])[CH3:59])([CH3:99])[CH3:100])[C:95]([CH3:98])([CH3:97])[CH3:96])=[C:68]([CH3:94])[CH:69]=3)([CH2:74][CH3:75])[CH2:76][CH3:77])=[CH:79][C:80]=2[CH3:93])=[CH:7][CH:6]=1 |f:2.3.4.5,8.9.10|. Procedure details: (R)-t-Butoxycarbonylamino-(4-chloro-phenyl)-acetic acid methyl ester (Example 167-(1); 37 mg, 0.124 mmol), palladium acetate (1.8 mg, 0.008 mmol), 2-dicyclohexylphosphino-2′,6′-dimethoxy-1,1′-biphenyl (6.6 mg, 0.016 mmol), potassium phosphate (52 mg, 0.246 mmol) and water (0.2 mL) were added to a solution of 2-[4-(1-{4-[3-(t-butyldimethyl-silanyloxy)-4,4-dimethyl-pentyl]-3-methyl-phenyl}-1-ethyl-propyl)-2-methyl-phenyl]-4,4,5,5-tetramethyl-[1,3,2]dioxaborolane (Example 24-(1); 50 mg, 0.082 mmol)... Run at temperature 50 celsius, time 20 minute. RXN SMILES: C([N:8]1[C:13](=[O:14])[C:12]([Cl:15])=[C:11]([C:16]2[CH:21]=[CH:20][C:19]([Cl:22])=[CH:18][CH:17]=2)[CH:10]=[N:9]1)C1C=CC=CC=1.[Cl-].[Al+3].[Cl-].[Cl-]>C1(C)C=CC=CC=1>[Cl:15][C:12]1[C:13](=[O:14])[NH:8][N:9]=[CH:10][C:11]=1[C:16]1[CH:17]=[CH:18][C:19]([Cl:22])=[CH:20][CH:21]=1 |f:1.2.3.4|. Run in C1(=CC=CC=C1)C (toluene). Procedure: 2-Benzyl-4-Chloro-5-(4-chloro-phenyl)-2H-pyridazin-3-one (3.19 g, 9.65 mmol) was dissolved in toluene (50 mL). Aluminum chloride (AlCl3, 3.22 g, 24.1 mmol) was then added and the reaction mixture was heated at 50° C. After 20 min, the reaction mixture was cooled to RT and then poured into ice-water (200 mL). The resultant solution was extracted with EtOAc (3×200 mL). The combined organic layers were washed with water (500 mL). The organic layer was dried (MgSO4), filtered and concentrated under ... The product is ClC=1C(NN=CC1C1=CC=C(C=C1)Cl)=O (4-chloro-5-(4-chlorophenyl)-2H-pyridazin-3-one). The reactants are [Cl-].[Al+3].[Cl-].[Cl-] (Aluminum chloride), C(C1=CC=CC=C1)N1N=CC(=C(C1=O)Cl)C1=CC=C(C=C1)Cl (2-Benzyl-4-Chloro-5-(4-chloro-phenyl)-2H-pyridazin-3-one), ice water. Isolated yield 100.2%. Starting materials: C(C)(=O)NC1=C(NCC2=CC=C(C=C2)OC2=CC=C(C=C2)OS(=O)(=O)C(F)(F)F)C=CC=C1 (2-acetylamino-N-[4-(4-trifluoromethylsulfonyloxyphenoxy)benzyl]aniline), C1(=CC=C(C=C1)S(=O)(=O)O)C (p-toluenesulfonic acid). The solvent is C1(=CC=CC=C1)C (toluene). The product is CC1=NC2=C(N1CC1=CC=C(C=C1)OC1=CC=C(C=C1)OS(=O)(=O)C(F)(F)F)C=CC=C2 (2-methyl-1-[4-(4-trifluoromethylsulfonyloxyphenoxy)benzyl]benzimidazole). The yield is 90.0%. RXN SMILES: [C:1]([NH:4][C:5]1[CH:33]=[CH:32][CH:31]=[CH:30][C:6]=1[NH:7][CH2:8][C:9]1[CH:14]=[CH:13][C:12]([O:15][C:16]2[CH:21]=[CH:20][C:19]([O:22][S:23]([C:26]([F:29])([F:28])[F:27])(=[O:25])=[O:24])=[CH:18][CH:17]=2)=[CH:11][CH:10]=1)(=O)[CH3:2].C1(C)C=CC(S(O)(=O)=O)=CC=1>C1(C)C=CC=CC=1>[CH3:2][C:1]1[N:7]([CH2:8][C:9]2[CH:14]=[CH:13][C:12]([O:15][C:16]3[CH:17]=[CH:18][C:19]([O:22][S:23]([C:26]([F:29])([F:27])[F:28])(=[O:24])=[O:25])=[CH:20][CH:21]=3)=[CH:11][CH:10]=2)[C:6]2[CH:30]=[CH:31][CH:32]=[CH:33][C:5]=2[N:4]=1. Procedure: A mixture of 2-acetylamino-N-[4-(4-trifluoromethylsulfonyloxyphenoxy)benzyl]aniline (500 mg), p-toluenesulfonic acid (50 mg) and toluene (50 ml) was heated under reflux while removing the by-produced water therefrom through a Dean-Stark trap. After the by-production of water ceased, the reaction mixture was cooled to room temperature, washed with a saturated sodium carbonate solution and water in order and distilled under reduced pressure to eliminate toluene. The residue was purified by silica ... Reactants: CC1=C(N=CN1)CSCCNC1=NC=C(C(N1)=O)CC1=NC=CC(=C1)OC (2-[2-(5-methyl-4-imidazolylmethylthio) ethylamino]-5-(4-methoxy-2-pyridylmethyl)-4-pyrimidone), Br (hydrobromic acid). The product is Br.Br.Br.OC1=CC(=NC=C1)CC=1C(NC=NC1)=O (5-(4-hydroxy-2-pyridylmethyl)-4-pyrimidone trihydrobromide). RXN SMILES: CC1NC=NC=1CSCCN[C:12]1[NH:17][C:16](=[O:18])[C:15]([CH2:19][C:20]2[CH:25]=[C:24]([O:26]C)[CH:23]=[CH:22][N:21]=2)=[CH:14][N:13]=1.[BrH:28]>>[BrH:28].[BrH:28].[BrH:28].[OH:26][C:24]1[CH:23]=[CH:22][N:21]=[C:20]([CH2:19][C:15]2[C:16](=[O:18])[NH:17][CH:12]=[N:13][CH:14]=2)[CH:25]=1 |f:2.3.4.5|. Procedure: A mixture of 2-[2-(5-methyl-4-imidazolylmethylthio) ethylamino]-5-(4-methoxy-2-pyridylmethyl)-4-pyrimidone (0.97 g) and aqueous hydrobromic acid (48%, 20 ml) was boiled under reflux for 20 hours and evaporated to dryness. The residue was recrystallised from a mixture of ethanol and 2-propanol to give 2-]2-(5-methyl-4-imidazolylmethylthio) ethylamino]-5-(4-hydroxy-2-pyridylmethyl)-4-pyrimidone trihydrobromide, m.p. 167-169°. On recrystallisation from a mixture of ethanol and 2-propanol the meltin... The reactants are BrC1=C(C=CC(=C1)OC)[N+](=O)[O-] (2-bromo-4-methoxy-1-nitrobenzene), C(O)CN (ethanolamine). Solvent: O (water). Run at temperature 50 celsius, time 48 hour. Product: COC=1C=CC(=C(C1)NCCO)[N+](=O)[O-] (2-((5-methoxy-2-nitrophenyl)amino)ethanol). As a reaction SMILES: Br[C:2]1[CH:7]=[C:6]([O:8][CH3:9])[CH:5]=[CH:4][C:3]=1[N+:10]([O-:12])=[O:11].[CH2:13]([CH2:15][NH2:16])[OH:14]>O>[CH3:9][O:8][C:6]1[CH:5]=[CH:4][C:3]([N+:10]([O-:12])=[O:11])=[C:2]([NH:16][CH2:15][CH2:13][OH:14])[CH:7]=1. Procedure: A round bottom flask was charged with 2-bromo-4-methoxy-1-nitrobenzene (2.0 g, 8.6 mmol) and ethanolamine (8.1 mL, 135 mmol). The resulting reaction mixture was stirred at 50° C. for 4 h and at rt for 48 h, then water (32.0 mL) was added and the resulting precipitate was filtered off and rinsed with water to yield 2-((5-methoxy-2-nitrophenyl)amino)ethanol as a yellow solid LC-MS conditions B: tR=0.56 min, [M+H]+=213.13.